The task is: describe an organic reaction: reactants, conditions, products, and yield. This data is from the Open Reaction Database (ORD), a public repository of structured organic reaction records. Starting materials: C(CCCCCCCC)C1=CC=C(C=C1)C(CC(CCC(C)OC)CCCC)=O (p-nonyl 2-methoxy-5-nonylacetophenone), OC(C)CCC(CCCC)CC(=O)C1=CC=CC=C1 (2-hydroxy-5-nonylacetophenone), COC(=O)OC (methoxyketone). Product: COC(C)CCC(CCCC)CC(=O)C1=CC=CC=C1 (2-methoxy-5-nonylacetophenone). The yield is 88.0%. RXN SMILES: C([C:10]1[CH:15]=[CH:14][C:13]([C:16](=[O:29])[CH2:17][CH:18]([CH2:25][CH2:26][CH2:27][CH3:28])[CH2:19][CH2:20][CH:21]([O:23][CH3:24])[CH3:22])=[CH:12][CH:11]=1)CCCCCCCC.OC(CCC(CC(C1C=CC=CC=1)=O)CCCC)C.COC(OC)=O>>[CH3:24][O:23][CH:21]([CH2:20][CH2:19][CH:18]([CH2:17][C:16]([C:13]1[CH:12]=[CH:11][CH:10]=[CH:15][CH:14]=1)=[O:29])[CH2:25][CH2:26][CH2:27][CH3:28])[CH3:22]. Procedure details: A mixture of the above anisole (31 g) and glacial acetic acid (15 g) was heated to 70° C. for five hours, during which time a steady stream of BF3 was added. After cooling the reaction mixture, it was dissolved in 200 mL methylene chloride and washed with 200 mL water. The organic layer was dried (MgSO4) and the solvent was removed under vacuum to give 32.5 g of a red oil identified as a mixture of p-nonyl 2-methoxy-5-nonylacetophenone (major product) and 2-hydroxy-5-nonylacetophenone. To ensure... Procedure: Prepared analogously to Example 1.1.b. from 4′-chloro-3-fluorobiphenyl-4-ylamine and propynoic acid. Yield: 0.16 g (43.7% of theory); C15H9ClFNO (M=273.69); calc.: molecular ion peak (M+H)+: 274/276; found: molecular ion peak (M+H)+: 274/276; Rf value: 0.3 (silica gel, cyclohexane/ethyl acetate (3:1)). Yields the product ClC1=CC=C(C=C1)C1=CC(=C(C=C1)NC(C#C)=O)F (Propynoic acid-(4′-chloro-3-fluorobiphenyl-4-yl)amide). Starting materials: ClC1=CC=C(C=C1)C1=CC(=C(C=C1)N)F (4′-chloro-3-fluorobiphenyl-4-ylamine), C(C#C)(=O)O (propynoic acid). Reaction SMILES: [Cl:1][C:2]1[CH:7]=[CH:6][C:5]([C:8]2[CH:13]=[CH:12][C:11]([NH2:14])=[C:10]([F:15])[CH:9]=2)=[CH:4][CH:3]=1.[C:16](O)(=[O:19])[C:17]#[CH:18]>C1CCCCC1.C(OCC)(=O)C>[Cl:1][C:2]1[CH:3]=[CH:4][C:5]([C:8]2[CH:13]=[CH:12][C:11]([NH:14][C:16](=[O:19])[C:17]#[CH:18])=[C:10]([F:15])[CH:9]=2)=[CH:6][CH:7]=1 |f:2.3|. Run in C1CCCCC1.C(C)(=O)OCC (cyclohexane ethyl acetate). Reactants: Cl.O=C(O)CN(C)C(N)=N (Creatine hydrochloride), P(Cl)(Cl)(Cl)(Cl)Cl (phosphorous pentachloride). Run in C(Cl)Cl (methylene chloride). Reaction conditions: time 8 hour. The product is Cl.CN(C(=N)N)CC(=O)Cl ((1-Methylguanidino)Acetyl Chloride Hydrochloride). Reaction SMILES: [ClH:1].[O:2]=[C:3]([CH2:5][N:6]([C:8](=[NH:10])[NH2:9])[CH3:7])O.P(Cl)(Cl)(Cl)(Cl)[Cl:12]>C(Cl)Cl>[ClH:12].[CH3:7][N:6]([CH2:5][C:3]([Cl:1])=[O:2])[C:8]([NH2:9])=[NH:10] |f:0.1,4.5|. Procedure details: Creatine hydrochloride (1.85 g., 0.01 mole) in methylene chloride (50 ml.) was treated with phosphorous pentachloride (2.06 g., 0.01 mole) at room temperature. The mixture was stirred overnight at room temperature and the acid chloride product filtered off, washed with methylene chloride and dried. Reactants: CC(C)=C (isobutylene), CC(C)C (isobutane), C=CCC (1-butene), C1(=CC=CC=C1)O (phenol), CC(C)=C (isobutylene), C=CCC (1-butene), C1(=CC=CC=C1)O (phenol). The reagents and catalysts are [O-2].[Al+3].[O-2].[O-2].[Al+3] (aluminum oxide). Conditions: temperature 150 celsius. Product: C(C)(CC)C1=C(C=CC=C1)O (2-sec-butylphenol). RXN SMILES: [C:1]1([OH:7])[CH:6]=[CH:5][CH:4]=[CH:3][CH:2]=1.CC(=C)C.CC(C)C.[CH2:16]=[CH:17][CH2:18][CH3:19]>[O-2].[Al+3].[O-2].[O-2].[Al+3]>[CH:17]([C:2]1[CH:3]=[CH:4][CH:5]=[CH:6][C:1]=1[OH:7])([CH2:18][CH3:19])[CH3:16] |f:4.5.6.7.8|. Procedure details: 105 g of phenol and 5.3 g of aluminum oxide catalyst that was calcined in air at a temperature of 450° C. was charged in an autoclave and heated to 150° C. A raffinate stream containing 80% isobutylene, 18.7% isobutane and 1.4% 1-butene was then charged over a period of 3.5 hours. The amount of raffinate charged was 75 g with a isobutylene to phenol mole ratio of 0.95:1. The yield of OTBP at the end of 7 hours was 49%. The amount of 1-butene in the feed that reacted to form 2-sec-butylphenol was... The reactants are C(C)(C)N(CC)C(C)C (Di-isopropyl-ethylamine), N1CCOCC1 (morpholine), ClC=1N=C(C2=C(N1)NC=C2)Cl (2,4-dichloro-7H-pyrrolo[2,3-d]pyrimidine), CN1CCCC1=O (NMP). Solvent: C(C)(=O)OCC (ethyl acetate). Conditions: temperature 200 celsius. Yields the product N1(CCOCC1)C=1N=C(C2=C(N1)NC=C2)N2CCOCC2 (2,4-Di-morpholin-4-yl-7H-pyrrolo[2,3-d]pyrimidine). Yield: 82.0%. Reaction SMILES: Cl[C:2]1[N:3]=[C:4](Cl)[C:5]2[CH:10]=[CH:9][NH:8][C:6]=2[N:7]=1.C([N:15]([CH:18]([CH3:20])C)[CH2:16][CH3:17])(C)C.[NH:21]1[CH2:26][CH2:25][O:24][CH2:23][CH2:22]1.CN1C(=[O:33])CCC1>C(OCC)(=O)C>[N:21]1([C:2]2[N:3]=[C:4]([N:15]3[CH2:16][CH2:17][O:33][CH2:20][CH2:18]3)[C:5]3[CH:10]=[CH:9][NH:8][C:6]=3[N:7]=2)[CH2:26][CH2:25][O:24][CH2:23][CH2:22]1. Procedure: In a 20 mL vial, 2,4-dichloro-7H-pyrrolo[2,3-d]pyrimidine (0.19 g, 1.011 mmol, 1.0 equiv) was dissolved in NMP (2 mL). Di-isopropyl-ethylamine (0.392 g, 0.514 mL, 3.03 mmol, 3.0 equiv) and morpholine (0.264 g, 0.264 mL, 3.03 mmol, 3.0 equiv.) were then added. The reaction mixture was then transferred into a 5 mL microwave vessel and heated at 200° C. for 30 minutes. The reaction was then cooled down to room temperature and diluted with 35 mL of ethyl acetate. The organic phase was then washed wi...